Dataset: the Open Reaction Database (ORD), a public repository of structured organic reaction records. Task: describe an organic reaction: reactants, conditions, products, and yield Starting materials: ClCCOC=1C(C=C(OC1)COC1OCCCC1)=O (5-(2-chloroethoxy)-2-((tetrahydro-2H-pyran-2-yloxy)methyl)-4H-pyran-4-one), O.N (ammonia water). Run in CO (methanol), Cl (hydrochloric acid). Reaction conditions: time 6 hour. The product is ClCCOC=1C(C=C(OC1)CO)=O (5-(2-chloroethoxy)-2-(hydroxymethyl)-4H-pyran-4-one). Isolated yield 107.9%. As a reaction SMILES: [Cl:1][CH2:2][CH2:3][O:4][C:5]1[C:6](=[O:19])[CH:7]=[C:8]([CH2:11][O:12]C2CCCCO2)[O:9][CH:10]=1.O.N>CO.Cl>[Cl:1][CH2:2][CH2:3][O:4][C:5]1[C:6](=[O:19])[CH:7]=[C:8]([CH2:11][OH:12])[O:9][CH:10]=1 |f:1.2|. Reported procedure: To a solution of 314 g of 5-(2-chloroethoxy)-2-((tetrahydro-2H-pyran-2-yloxy)methyl)-4H-pyran-4-one in 630 mL of methanol, 6.3 mL of concentrated hydrochloric acid was added and the mixture was stirred for 6 hours at room temperature. To the reaction mixture, 13 mL of 28% ammonia water was added and the solvent was evaporated under reduced pressure to give 240 g of 5-(2-chloroethoxy)-2-(hydroxymethyl)-4H-pyran-4-one (crude product) as a brown oily substance. The reactants are C(C)(C)(C)OC(=O)C1N(C2CCCCC2C1)C(C(C(C)(C)C)NC(=O)OCC1=CC=CC=C1)=O (1-(2-benzyloxycarbonylamino-3,3-dimethyl-butyryl)-octahydro-indole-2-carboxylic acid tert-butyl ester), 10. The reagents and catalysts are [OH-].[OH-].[Pd+2] (Pd(OH)2/C). Solvent: CCO (EtOH). Yields the product C(C)(C)(C)OC(=O)C1N(C2CCCCC2C1)C(C(C(C)(C)C)N)=O (1-(2-amino-3,3-dimethyl-butyryl)-octahydro-indole-2-carboxylic acid tert-butyl ester). The yield is 100.0%. Reaction SMILES: [C:1]([O:5][C:6]([CH:8]1[CH2:16][CH:15]2[CH:10]([CH2:11][CH2:12][CH2:13][CH2:14]2)[N:9]1[C:17](=[O:34])[CH:18]([NH:23]C(OCC1C=CC=CC=1)=O)[C:19]([CH3:22])([CH3:21])[CH3:20])=[O:7])([CH3:4])([CH3:3])[CH3:2]>CCO.[OH-].[OH-].[Pd+2]>[C:1]([O:5][C:6]([CH:8]1[CH2:16][CH:15]2[CH:10]([CH2:11][CH2:12][CH2:13][CH2:14]2)[N:9]1[C:17](=[O:34])[CH:18]([NH2:23])[C:19]([CH3:22])([CH3:21])[CH3:20])=[O:7])([CH3:4])([CH3:2])[CH3:3] |f:2.3.4|. Reported procedure: Ester 13b (4.0 g, 8.4 mmol) was stirred in EtOH (40 mL) charged with 400 mg 10%Pd(OH)2/C. H2 gas was bubbled into the suspension until the reaction was complete. Catalyst was removed by filtration and the filtrate concentrated in vacuo to give 1-(2-amino-3,3-dimethyl-butyryl)-octahydro-indole-2-carboxylic acid tert-butyl ester 14b (2.8 g, 8.4 mmol, 100%) which was used as is in the next step without further purification. The reactants are C(C)(C)(C)OC(N[C@@H]1C(O[C@H]([C@@H]([C@H](CCC1)CCO)OC1=CC=CC=C1)C)=O)=O (tert-butyl((3S,7R,8R,9S)-7-(2-hydroxyethyl)-9-methyl-2-oxo-8-phenoxyoxonan-3-yl)carbamate), CC(=O)OI1(C=2C=CC=CC2C(=O)O1)(OC(=O)C)OC(=O)C (Dess-Martin periodinane). Solvent: C(Cl)Cl (CH2Cl2). Run at temperature 0 celsius, time 2 hour. Product: C(C)(C)(C)OC(N[C@@H]1C(O[C@H]([C@@H]([C@H](CCC1)CC=O)OC1=CC=CC=C1)C)=O)=O (tert-butyl((3S,7R,8R,9S)-9-methyl-2-oxo-7-(2-oxoethyl)-8-phenoxyoxonan-3-yl)carbamate). Yield: 102.8%. As a reaction SMILES: [C:1]([O:5][C:6](=[O:29])[NH:7][C@H:8]1[CH2:16][CH2:15][CH2:14][C@H:13]([CH2:17][CH2:18][OH:19])[C@@H:12]([O:20][C:21]2[CH:26]=[CH:25][CH:24]=[CH:23][CH:22]=2)[C@H:11]([CH3:27])[O:10][C:9]1=[O:28])([CH3:4])([CH3:3])[CH3:2].CC(OI1(OC(C)=O)(OC(C)=O)OC(=O)C2C=CC=CC1=2)=O>C(Cl)Cl>[C:1]([O:5][C:6](=[O:29])[NH:7][C@H:8]1[CH2:16][CH2:15][CH2:14][C@H:13]([CH2:17][CH:18]=[O:19])[C@@H:12]([O:20][C:21]2[CH:22]=[CH:23][CH:24]=[CH:25][CH:26]=2)[C@H:11]([CH3:27])[O:10][C:9]1=[O:28])([CH3:3])([CH3:2])[CH3:4]. Procedure details: To a solution of tert-butyl((3S,7R,8R,9S)-7-(2-hydroxyethyl)-9-methyl-2-oxo-8-phenoxyoxonan-3-yl)carbamate (250 mg, 0.613 mmol) in CH2Cl2 (6.1 mL) at 0° C. was added Dess-Martin periodinane (286 mg, 0.675 mmol). The resulting mixture was stirred at 0° C. for 2 h, quenched with sat. aqueous sodium thiosulfate (Na2S2O3; 3 mL) and sat. aqueous NaHCO3 (3 mL) solution, and then removed from the cold bath and stirred vigorously for 10 min. The phases were separated and the aqueous phase was extracted ...